Dataset: the Open Reaction Database (ORD), a public repository of structured organic reaction records. Task: describe an organic reaction: reactants, conditions, products, and yield Reactants: COc1ccc([N+](=O)[O-])cc1CN1CC2(CCN(C(=O)OC(C)(C)C)CC2)OC1=O, CCOC(C)=O, CCN(C(C)C)C(C)C, ClCCl, BrCCCOc1ccccc1, O, O=C(O)C(F)(F)F. The product is COc1ccc([N+](=O)[O-])cc1CN1CC2(CCN(CCCOc3ccccc3)CC2)OC1=O. As a reaction SMILES: [C:1]([O:2][C:3](=[O:4])[N:8]1[CH2:9][CH2:10][C:11]2([CH2:12][N:13]([CH2:17][c:18]3[c:19]([O:27][CH3:28])[cH:20][cH:21][c:22]([N+:24](=[O:25])[O-:26])[cH:23]3)[C:14](=[O:16])[O:15]2)[CH2:29][CH2:30]1)([CH3:5])([CH3:6])[CH3:7].[CH3:61][CH2:62][O:63][C:64]([CH3:65])=[O:66].[CH:38]([N:39]([CH:40]([CH3:41])[CH3:42])[CH2:43][CH3:44])([CH3:45])[CH3:46].[Cl:58][CH2:59][Cl:60].[O:47]([c:48]1[cH:49][cH:50][cH:51][cH:52][cH:53]1)[CH2:54][CH2:55][CH2:56][Br:57].[OH2:67].[OH:31][C:32]([C:33]([F:34])([F:35])[F:36])=[O:37]>>[N:8]1([CH2:56][CH2:55][CH2:54][O:47][c:48]2[cH:49][cH:50][cH:51][cH:52][cH:53]2)[CH2:9][CH2:10][C:11]2([CH2:12][N:13]([CH2:17][c:18]3[c:19]([O:27][CH3:28])[cH:20][cH:21][c:22]([N+:24](=[O:25])[O-:26])[cH:23]3)[C:14](=[O:16])[O:15]2)[CH2:29][CH2:30]1. Reactants: O (water), N([C@@H](C(C)C)C(=O)O)C(=O)OC(C)(C)C (Boc-Val-OH), C(C)(C)(C)C=1C=C(C=CC1O)CC(C=1SC=CN1)N (2-(3-tert-butyl-4-hydroxyphenyl)-1-(thiazol-2-yl)ethylamine), TEA. The solvent is C1CCOC1 (THF). Conditions: time 8 hour. Product: C(C)(C)(C)C=1C=C(C=CC1O)CC(C=1SC=CN1)NC(C(C(C)C)NC(=O)OC(C)(C)C)=O (2-tert-butoxycarbonylamino-3-methylbutyric acid 2-(3-tert-butyl-4-hydroxyphenyl)-1-(thiazol-2-yl)ethylamide). Yield: 106.0%. As a reaction SMILES: [NH:1]([C:9]([O:11][C:12]([CH3:15])([CH3:14])[CH3:13])=[O:10])[C@H:2]([C:6]([OH:8])=O)[CH:3]([CH3:5])[CH3:4].[C:16]([C:20]1[CH:21]=[C:22]([CH2:27][CH:28]([NH2:34])[C:29]2[S:30][CH:31]=[CH:32][N:33]=2)[CH:23]=[CH:24][C:25]=1[OH:26])([CH3:19])([CH3:18])[CH3:17].O>C1COCC1>[C:16]([C:20]1[CH:21]=[C:22]([CH2:27][CH:28]([NH:34][C:6](=[O:8])[CH:2]([NH:1][C:9]([O:11][C:12]([CH3:15])([CH3:14])[CH3:13])=[O:10])[CH:3]([CH3:4])[CH3:5])[C:29]2[S:30][CH:31]=[CH:32][N:33]=2)[CH:23]=[CH:24][C:25]=1[OH:26])([CH3:19])([CH3:17])[CH3:18]. Procedure: To a solution of Boc-Val-OH (890 mg, 4.09 mmol), 2-(3-tert-butyl-4-hydroxyphenyl)-1-(thiazol-2-yl)ethylamine (1.03 g, 3.73 mmol) and CMPI (653 mg, 1.05 mmol) in THF (10 ml), TEA (1 ml) was added under cooling with ice and stirred at room temperature overnight. The reaction mixture was mixed with water and extracted with ethyl acetate. The organic layer was washed with saturated brine, dried over sodium sulfate and evaporated to remove the solvent under reduced pressure; the thus obtained residue... Starting materials: [H-].[Na+] (sodium hydride), ClC=1C=C(C=CC1)C1=C(CNC=2N1N=CC2C(=O)N)C (7-(3-chlorophenyl)-4,5-dihydro-6-methylpyrazolo(1,5-a)pyrimidine-3-carboxamide), C(=S)(N1C=NC=C1)N1C=NC=C1 (1,1'-thiocarbonyldiimidazole). The solvent is O1CCCC1 (tetrahydrofuran). Conditions: temperature -78 celsius, time 2 hour. Yields the product ClC=1C=C(C=CC1)C1=C(CN2C(NC(C=3C=NN1C32)=O)=S)C (8-(3-Chlorophenyl)-4,5-dihydro-7-methyl-5-thioxo-3H, 6H-1,4,5a,8a-tetraazaacenaphthylen-3-one). Yield: 69.8%. Reaction SMILES: [Cl:1][C:2]1[CH:3]=[C:4]([C:8]2[N:13]3[N:14]=[CH:15][C:16]([C:17]([NH2:19])=[O:18])=[C:12]3[NH:11][CH2:10][C:9]=2[CH3:20])[CH:5]=[CH:6][CH:7]=1.[H-].[Na+].[C:23](N1C=CN=C1)(N1C=CN=C1)=[S:24]>O1CCCC1>[Cl:1][C:2]1[CH:3]=[C:4]([C:8]2[N:13]3[C:12]4[N:11]([C:23](=[S:24])[NH:19][C:17](=[O:18])[C:16]=4[CH:15]=[N:14]3)[CH2:10][C:9]=2[CH3:20])[CH:5]=[CH:6][CH:7]=1 |f:1.2|. Procedure: A mixture of 5.0 g of 7-(3-chlorophenyl)-4,5-dihydro-6-methylpyrazolo(1,5-a)pyrimidine-3-carboxamide (Example 36) and 0.2 liters of dry tetrahydrofuran is stirred and cooled to -78° C. in a dry ice-acetone bath, then 1.43 g of sodium hydride (60 percent dispersion in mineral oil) is added in one portion. This mixture is stirred at -78° C. for 1.5 hours then 3.19 g of 1,1'-thiocarbonyldiimidazole is added and stirring is continued at -78° C. for 2 hours. The mixture is allowed to warm to room tem...